This data is from the Open Reaction Database (ORD), a public repository of structured organic reaction records. The task is: describe an organic reaction: reactants, conditions, products, and yield The reactants are COc1ccc2[nH]c(C(=O)N(C)OC)c([N+](=O)[O-])c2c1, CCOC(C)=O, CCO, [Cl-], [Fe], [NH4+]. Yields the product COc1ccc2[nH]c(C(=O)N(C)OC)c(N)c2c1. RXN SMILES: [CH3:1][O:2][c:3]1[cH:4][c:5]2[c:6]([N+:18]([O-:19])=[O:20])[c:7]([C:12](=[O:13])[N:14]([CH3:15])[O:16][CH3:17])[nH:8][c:9]2[cH:10][cH:11]1.[CH3:23][CH2:24][O:25][C:26](=[O:27])[CH3:28].[CH3:29][CH2:30][OH:31].[Cl-:21].[Fe:32].[NH4+:22]>>[CH3:1][O:2][c:3]1[cH:4][c:5]2[c:6]([NH2:18])[c:7]([C:12](=[O:13])[N:14]([CH3:15])[O:16][CH3:17])[nH:8][c:9]2[cH:10][cH:11]1. The reactants are CCN(CC)CC1CCCNC1, CN(C)C=O, O=C1Nc2cccnc2N(C(=O)CCl)c2ccccc21. Product: CCN(CC)CC1CCCN(CC(=O)N2c3ccccc3C(=O)Nc3cccnc32)C1. As a reaction SMILES: [CH2:1]([CH3:2])[N:3]([CH2:4][CH3:5])[CH2:6][CH:7]1[CH2:8][NH:9][CH2:10][CH2:11][CH2:12]1.[CH3:33][N:34]([CH3:35])[CH:36]=[O:37].[Cl:13][CH2:14][C:15](=[O:16])[N:17]1[c:18]2[c:19]([cH:29][cH:30][cH:31][n:32]2)[NH:20][C:21](=[O:28])[c:22]2[c:23]1[cH:24][cH:25][cH:26][cH:27]2>>[CH2:1]([CH3:2])[N:3]([CH2:4][CH3:5])[CH2:6][CH:7]1[CH2:8][N:9]([CH2:14][C:15](=[O:16])[N:17]2[c:18]3[c:19]([cH:29][cH:30][cH:31][n:32]3)[NH:20][C:21](=[O:28])[c:22]3[c:23]2[cH:24][cH:25][cH:26][cH:27]3)[CH2:10][CH2:11][CH2:12]1.